Dataset: the Open Reaction Database (ORD), a public repository of structured organic reaction records. Task: describe an organic reaction: reactants, conditions, products, and yield Reactants: CC1CN(Cc2ccccc2)CCC1(C)c1cccc(-c2nn[nH]c2[Si](C)(C)C)c1, CO, Cl, [Na+], O=C([O-])O. Yields the product CC1CN(Cc2ccccc2)CCC1(C)c1cccc(-c2c[nH]nn2)c1. Reaction SMILES: [CH2:1]([c:2]1[cH:3][cH:4][cH:5][cH:6][cH:7]1)[N:8]1[CH2:9][CH:10]([CH3:30])[C:11]([c:14]2[cH:15][c:16](-[c:20]3[n:21][n:22][nH:23][c:24]3[Si:25]([CH3:26])([CH3:27])[CH3:28])[cH:17][cH:18][cH:19]2)([CH3:29])[CH2:12][CH2:13]1.[CH3:37][OH:38].[ClH:36].[Na+:31].[OH:32][C:33](=[O:34])[O-:35]>>[CH2:1]([c:2]1[cH:3][cH:4][cH:5][cH:6][cH:7]1)[N:8]1[CH2:9][CH:10]([CH3:30])[C:11]([c:14]2[cH:15][c:16](-[c:20]3[n:21][n:22][nH:23][cH:24]3)[cH:17][cH:18][cH:19]2)([CH3:29])[CH2:12][CH2:13]1. Starting materials: C(C(C)(C)C)(=O)OC[C@H](C=1C(=C2C=CC(=NC2=CC1C)OS(=O)(=O)C(F)(F)F)C1=CC=C(C=C1)Cl)OC(C)(C)C ((S)-2-tert-butoxy-2-(5-(4-chlorophenyl)-7-methyl-2-(trifluoromethylsulfonyloxy)quinolin-6-yl)ethyl pivalate), C(C(C)(C)C)(=O)OC[C@H](C=1C(=C2C=CC(=NC2=CC1C)OS(=O)(=O)C(F)(F)F)C1=CC=C(C=C1)Cl)OC(C)(C)C ((S)-2-tert-butoxy-2-(5-(4-chlorophenyl)-7-methyl-2-(trifluoromethylsulfonyloxy)quinolin-6-yl)ethyl pivalate), N1C=NC=C1 (imidazole). Run in COCCOC (1,2-dimethoxyethane). Reaction conditions: temperature 95 celsius. Product: C(C(C)(C)C)(=O)OC[C@H](C=1C(=C2C=CC(=NC2=CC1C)N1C=NC=C1)C1=CC=C(C=C1)Cl)OC(C)(C)C ((S)-2-tert-butoxy-2-(5-(4-chlorophenyl)-2-(1H-imidazol-1-yl)-7-methylquinolin-6-yl)ethyl pivalate). Yield: 19.2%. Reaction SMILES: [C:1]([O:7][CH2:8][C@@H:9]([O:36][C:37]([CH3:40])([CH3:39])[CH3:38])[C:10]1[C:11]([C:29]2[CH:34]=[CH:33][C:32]([Cl:35])=[CH:31][CH:30]=2)=[C:12]2[C:17](=[CH:18][C:19]=1[CH3:20])[N:16]=[C:15](OS(C(F)(F)F)(=O)=O)[CH:14]=[CH:13]2)(=[O:6])[C:2]([CH3:5])([CH3:4])[CH3:3].[NH:41]1[CH:45]=[CH:44][N:43]=[CH:42]1>COCCOC>[C:1]([O:7][CH2:8][C@@H:9]([O:36][C:37]([CH3:38])([CH3:40])[CH3:39])[C:10]1[C:11]([C:29]2[CH:34]=[CH:33][C:32]([Cl:35])=[CH:31][CH:30]=2)=[C:12]2[C:17](=[CH:18][C:19]=1[CH3:20])[N:16]=[C:15]([N:41]1[CH:45]=[CH:44][N:43]=[CH:42]1)[CH:14]=[CH:13]2)(=[O:6])[C:2]([CH3:4])([CH3:5])[CH3:3]. Procedure: To a solution of (S)-2-tert-butoxy-2-(5-(4-chlorophenyl)-7-methyl-2-(trifluoromethylsulfonyloxy)quinolin-6-yl)ethyl pivalate (compound of Example 26) (200 mg, 0.332 mmol) in 1,2-dimethoxyethane was added imidazole (226 mg, 3.32 mmol) and the reaction was sealed and heated to 95° C. overnight. The crude reaction mixture was absorbed onto silica gel and purified by flash column chromatography (silica gel, ethyl acetate/hexanes) to give a yellow oil (33.2 mg). LCMS-ESI+ (m/z): [M+H]+ calcd for C30H... Yields the product CCCCOC1OC(C(O)N(C(=O)N(CCCl)N=O)C(C)C)C(O)C(O)C1O. The reactants are CC(=O)O, CCCCOC1OC(C(O)N(C(=O)NCCCl)C(C)C)C(O)C(O)C1O, O=N[O-], [Na+]. RXN SMILES: [CH3:31][C:32](=[O:33])[OH:34].[CH:5]([CH3:6])([CH3:7])[N:8]([C:9]([NH:10][CH2:11][CH2:12][Cl:13])=[O:14])[CH:15]([CH:16]1[CH:17]([OH:29])[CH:18]([OH:28])[CH:19]([OH:27])[CH:20]([O:21][CH2:22][CH2:23][CH2:24][CH3:25])[O:26]1)[OH:30].[N:1](=[O:2])[O-:3].[Na+:4]>>[N:1](=[O:3])[N:10]([C:9]([N:8]([CH:5]([CH3:6])[CH3:7])[CH:15]([CH:16]1[CH:17]([OH:29])[CH:18]([OH:28])[CH:19]([OH:27])[CH:20]([O:21][CH2:22][CH2:23][CH2:24][CH3:25])[O:26]1)[OH:30])=[O:14])[CH2:11][CH2:12][Cl:13]. Reactants: ClC=1C=CC2=C(NC3=C(NC2=O)C=CC(=C3)OCC)C1 (3-chloro-7-ethoxy-5,10-dihydro-11H-dibenzo[b,e][1,4]diazepin-11-one), solution, B(Br)(Br)Br (BBr3). Solvent: ClCCl (dichloromethane), ClCCl (dichloromethane). Conditions: time 8 hour. Yields the product ClC=1C=CC2=C(NC3=C(NC2=O)C=CC(=C3)O)C1 (3-chloro-7-hydroxy-5,10-dihydro-11H-dibenzo[b,e][1,4]diazepin-11-one). Reaction SMILES: [Cl:1][C:2]1[CH:3]=[CH:4][C:5]2[C:11](=[O:12])[NH:10][C:9]3[CH:13]=[CH:14][C:15]([O:17]CC)=[CH:16][C:8]=3[NH:7][C:6]=2[CH:20]=1.B(Br)(Br)Br>ClCCl>[Cl:1][C:2]1[CH:3]=[CH:4][C:5]2[C:11](=[O:12])[NH:10][C:9]3[CH:13]=[CH:14][C:15]([OH:17])=[CH:16][C:8]=3[NH:7][C:6]=2[CH:20]=1. Procedure details: A mixture of Example 506C (1.87 g, 6.5 mmol) in dichloromethane (50 mL) at −78° C. was treated dropwise with a 1.0M solution of BBr3 in dichloromethane, stirred overnight and allowed to reach room temperature, quenched with a saturated solution of ammonium chloride, concentrated under vacuum, and extracted with ethyl acetate. The extracts were combined, washed with brine, dried (MgSO4), filtered, and concentrated under vacuum to provide the desired product.